From a dataset of the Open Reaction Database (ORD), a public repository of structured organic reaction records. describe an organic reaction: reactants, conditions, products, and yield The reactants are BrC1=CC=C(OC(CNS(=O)(=O)C(C)C)C)C=C1 ([2-(4-bromophenoxy)propyl][(methylethyl)sulfonyl]amine), CC1=C(C=CC=C1)B(O)O (2-methylbenzeneboronic acid), C([O-])([O-])=O.[Na+].[Na+] (sodium carbonate). The reagents and catalysts are Cl[Pd]([P](C1=CC=CC=C1)(C2=CC=CC=C2)C3=CC=CC=C3)([P](C4=CC=CC=C4)(C5=CC=CC=C5)C6=CC=CC=C6)Cl (dichlorobis(triphenylphosphine)palladium(II)). Solvent: COCCOC (1,2-dimethoxyethane). Yields the product CC(C)S(=O)(=O)NCC(C)OC1=CC=C(C=C1)C1=C(C=CC=C1)C ([(Methylethyl)sulfonyl]{2-[4-(2-methylphenyl)phenoxy]propyl}amine). The yield is 33.9%. As a reaction SMILES: Br[C:2]1[CH:18]=[CH:17][C:5]([O:6][CH:7]([CH3:16])[CH2:8][NH:9][S:10]([CH:13]([CH3:15])[CH3:14])(=[O:12])=[O:11])=[CH:4][CH:3]=1.[CH3:19][C:20]1[CH:25]=[CH:24][CH:23]=[CH:22][C:21]=1B(O)O.C(=O)([O-])[O-].[Na+].[Na+]>Cl[Pd](Cl)([P](C1C=CC=CC=1)(C1C=CC=CC=1)C1C=CC=CC=1)[P](C1C=CC=CC=1)(C1C=CC=CC=1)C1C=CC=CC=1.COCCOC>[CH3:14][CH:13]([S:10]([NH:9][CH2:8][CH:7]([O:6][C:5]1[CH:17]=[CH:18][C:2]([C:21]2[CH:22]=[CH:23][CH:24]=[CH:25][C:20]=2[CH3:19])=[CH:3][CH:4]=1)[CH3:16])(=[O:12])=[O:11])[CH3:15] |f:2.3.4,^1:37,56|. Procedure: The title compound (120 mg, 34%, yellow foam) was prepared from [2-(4-bromophenoxy)propyl][(methylethyl)sulfonyl]amine (343 mg, 1.02 mmol, prepared in example 1), 2-methylbenzeneboronic acid (165 mg, 1.21 mmol), dichlorobis(triphenylphosphine)palladium(II) (30 mg, 0.043 mmol), 2 M sodium carbonate (370 mg in 1.75 mL water), and 1,2-dimethoxyethane (6.8 mL) in a manner analogous to the procedure described in Example 8. Solvent: C(Cl)Cl (DCM). The product is COC(C(C1=CC=CC=C1)N1CCN(CC1)C1=C(C=C(C=C1)NC(C1=C(C=CC=C1)C)=O)Cl)=O ({4-[2-Chloro-4-(2-methyl-benzoylamino)-phenyl]-piperazin-1-yl}-phenyl-acetic acid methyl ester). Procedure details: To a mixture of [4-(4-amino-2-chloro-phenyl)-piperazin-1-yl]-phenyl-acetic acid methyl ester (25 mg, 0.07 mmol), 2-methyl-benzoic acid (19 mg, 0.14 mmol), EDC (27 mg, 0.14 mmol), and HOBt (19 mg, 0.14 mmol) in DCM (5 mL) was added N-methylmorpholine (77 μL, 0.70 mmol). After 16 h, the mixture was diluted with satd. aq. NaHCO3 (10 mL) and extracted with DCM (75 mL). The organic fraction was washed with brine, dried (Na2SO4), and concentrated. The residue was purified by SiO2 column chromatography... Reaction SMILES: [CH3:1][O:2][C:3](=[O:25])[CH:4]([N:11]1[CH2:16][CH2:15][N:14]([C:17]2[CH:22]=[CH:21][C:20]([NH2:23])=[CH:19][C:18]=2[Cl:24])[CH2:13][CH2:12]1)[C:5]1[CH:10]=[CH:9][CH:8]=[CH:7][CH:6]=1.[CH3:26][C:27]1[CH:35]=[CH:34][CH:33]=[CH:32][C:28]=1[C:29](O)=[O:30].C(Cl)CCl.C1C=CC2N(O)N=NC=2C=1.CN1CCOCC1>C(Cl)Cl>[CH3:1][O:2][C:3](=[O:25])[CH:4]([N:11]1[CH2:12][CH2:13][N:14]([C:17]2[CH:22]=[CH:21][C:20]([NH:23][C:29](=[O:30])[C:28]3[CH:32]=[CH:33][CH:34]=[CH:35][C:27]=3[CH3:26])=[CH:19][C:18]=2[Cl:24])[CH2:15][CH2:16]1)[C:5]1[CH:10]=[CH:9][CH:8]=[CH:7][CH:6]=1. Isolated yield 47.8%. Reaction conditions: time 16 hour. Reactants: COC(C(C1=CC=CC=C1)N1CCN(CC1)C1=C(C=C(C=C1)N)Cl)=O ([4-(4-amino-2-chloro-phenyl)-piperazin-1-yl]-phenyl-acetic acid methyl ester), CC1=C(C(=O)O)C=CC=C1 (2-methyl-benzoic acid), C(CCl)Cl (EDC), C=1C=CC2=C(C1)N=NN2O (HOBt), CN1CCOCC1 (N-methylmorpholine). The reactants are COC1=CC(=C(C=C1OC)CN1C(=CC=C1)C=O)[N+](=O)[O-] (1-[(4,5-Dimethoxy-2-nitrophenyl)methyl]-1H-pyrrole-2-carboxaldehyde), C(C)(=O)O (acetic acid), S(=O)(=O)([O-])[O-].[Mg+2] (magnesium sulfate). Reagents/catalysts: [Pd] (palladium on charcoal). Run in C(C)(=O)OCC (ethyl acetate). Conditions: time 8 hour. The product is COC=1C(=CC2=C(CN3C(CN2)=CC=C3)C1)OC (7,8-Dimethoxy 10,11-dihydro-5H-pyrrolo[2,1-c][1,4]benzodiazepine). The yield is 76.5%. RXN SMILES: [CH3:1][O:2][C:3]1[C:8]([O:9][CH3:10])=[CH:7][C:6]([CH2:11][N:12]2[CH:16]=[CH:15][CH:14]=[C:13]2[CH:17]=O)=[C:5]([N+:19]([O-])=O)[CH:4]=1.C(O)(=O)C.S([O-])([O-])(=O)=O.[Mg+2]>[Pd].C(OCC)(=O)C>[CH3:10][O:9][C:8]1[C:3]([O:2][CH3:1])=[CH:4][C:5]2[NH:19][CH2:17][C:13]3=[CH:14][CH:15]=[CH:16][N:12]3[CH2:11][C:6]=2[CH:7]=1 |f:2.3|. Procedure details: A mixture of the 1-[(4,5-dimethoxy-2-nitrophenyl)methyl]-1H-pyrrole-2-carboxaldehyde of Step A (4.97 g), acetic acid (0.5 mL), magnesium sulfate (0.5 g) and 10% palladium on charcoal (0.5 g) in ethyl acetate (50 mL) was hydrogenated overnight at atmospheric pressure. The reaction was then filtered through Celite and the solvent removed in vacuo to give the crude title compound as an amber foam (3.2 g) which was used in the next step without further purification. Reactants: NC=1SC=C(N1)C(C(=O)NC1[C@@H]2N(C(=C(CS2)C)C(=S)O)C1=O)=NOCC(=O)O (7-[2-(2-aminothiazol-4-yl)-2-carboxymethoxyiminoacetamido]-3-methylthio-3-cephem-4-carboxylic acid), Cl (hydrochloric acid). The solvent is O (water). Product: Cl.NC=1SC=C(N1)C(C(=O)NC1[C@@H]2N(C(=C(CS2)C)C(=S)O)C1=O)=NOCC(=O)O (7-[2-(2-aminothiazol-4-yl)-2-carboxymethoxyiminoacetamido]-3-methylthio-3-cephem-4-carboxylic acid hydrochloride). RXN SMILES: [NH2:1][C:2]1[S:3][CH:4]=[C:5]([C:7](=[N:24][O:25][CH2:26][C:27]([OH:29])=[O:28])[C:8]([NH:10][CH:11]2[C:22](=[O:23])[N:13]3[C:14]([C:19]([OH:21])=[S:20])=[C:15]([CH3:18])[CH2:16][S:17][C@H:12]23)=[O:9])[N:6]=1.[ClH:30]>O>[ClH:30].[NH2:1][C:2]1[S:3][CH:4]=[C:5]([C:7](=[N:24][O:25][CH2:26][C:27]([OH:29])=[O:28])[C:8]([NH:10][CH:11]2[C:22](=[O:23])[N:13]3[C:14]([C:19]([OH:21])=[S:20])=[C:15]([CH3:18])[CH2:16][S:17][C@H:12]23)=[O:9])[N:6]=1 |f:3.4|. Reported procedure: To a suspension of 7-[2-(2-aminothiazol-4-yl)-2-carboxymethoxyiminoacetamido]-3-methylthio-3-cephem-4-carboxylic acid (syn isomer) (10 g) in water (80 ml) was added dropwise conc. hydrochloric acid (10 ml) at room temperature under stirring and the mixture was stirred at the same temperature for one hour. The precipitates were filtered and washed with cold water and dried to give 7-[2-(2-aminothiazol-4-yl)-2-carboxymethoxyiminoacetamido]-3-methylthio-3-cephem-4-carboxylic acid hydrochloride (syn... Reactants: CN1CCNCC1, CS(C)=O, Cc1nc(Nc2ccc(Cl)nc2)sc1-c1ccc(S(C)(=O)=O)cc1. Yields the product Cc1nc(Nc2ccc(N3CCN(C)CC3)nc2)sc1-c1ccc(S(C)(=O)=O)cc1. RXN SMILES: [CH3:1][N:2]1[CH2:3][CH2:4][NH:5][CH2:6][CH2:7]1.[CH3:32][S:33]([CH3:34])=[O:35].[Cl:8][c:9]1[cH:10][cH:11][c:12]([NH:15][c:16]2[s:17][c:18](-[c:22]3[cH:23][cH:24][c:25]([S:28](=[O:29])(=[O:30])[CH3:31])[cH:26][cH:27]3)[c:19]([CH3:21])[n:20]2)[cH:13][n:14]1>>[CH3:1][N:2]1[CH2:3][CH2:4][N:5]([c:9]2[cH:10][cH:11][c:12]([NH:15][c:16]3[s:17][c:18](-[c:22]4[cH:23][cH:24][c:25]([S:28](=[O:29])(=[O:30])[CH3:31])[cH:26][cH:27]4)[c:19]([CH3:21])[n:20]3)[cH:13][n:14]2)[CH2:6][CH2:7]1. Reactants: Cc1cc(CCC=C(CC(=O)OC(C)(C)C)C(=O)O)ccc1-c1ccccc1, CO, NC1CCCCC1, NC1CCCCC1, O, O=C(O)CC(O)(CC(=O)O)C(=O)O. The product is Cc1cc(CCCC(CC(=O)OC(C)(C)C)C(=O)O)ccc1-c1ccccc1, NC1CCCCC1. As a reaction SMILES: [C:8]([CH3:9])([CH3:10])([CH3:11])[O:12][C:13]([CH2:14][C:15]([C:16](=[O:17])[OH:18])=[CH:19][CH2:20][CH2:21][c:22]1[cH:23][c:24]([CH3:34])[c:25](-[c:28]2[cH:29][cH:30][cH:31][cH:32][cH:33]2)[cH:26][cH:27]1)=[O:35].[CH3:56][OH:57].[CH:1]1([NH2:7])[CH2:2][CH2:3][CH2:4][CH2:5][CH2:6]1.[NH2:49][CH:50]1[CH2:51][CH2:52][CH2:53][CH2:54][CH2:55]1.[OH2:58].[OH:36][C:37]([CH2:38][C:39]([C:40](=[O:41])[OH:42])([CH2:43][C:44](=[O:45])[OH:46])[OH:47])=[O:48]>>[C:8]([CH3:9])([CH3:10])([CH3:11])[O:12][C:13]([CH2:14][CH:15]([C:16](=[O:17])[OH:18])[CH2:19][CH2:20][CH2:21][c:22]1[cH:23][c:24]([CH3:34])[c:25](-[c:28]2[cH:29][cH:30][cH:31][cH:32][cH:33]2)[cH:26][cH:27]1)=[O:35].[CH:1]1([NH2:7])[CH2:2][CH2:3][CH2:4][CH2:5][CH2:6]1. Starting materials: C(C)C(CC)(CC)N=C=NC=1C=NC=CC1 (N-(1,1-diethylpropyl)-N'-3-pyridylcarbodiimide), C(C)(C)(C)N=C=NC=1C=NC=CC1 (N-tert-butyl-N'-3-pyridylcarbodiimide). Reaction SMILES: [CH2:1]([C:3]([N:8]=[C:9]=[N:10][C:11]1[CH:12]=[N:13][CH:14]=[CH:15][CH:16]=1)([CH2:6][CH3:7])[CH2:4][CH3:5])[CH3:2].C([N:21]=[C:22]=[N:23]C1C=NC=CC=1)(C)(C)C>>[C:22]([N:23]=[C:9]([NH:10][C:11]1[CH:12]=[N:13][CH:14]=[CH:15][CH:16]=1)[NH:8][C:3]([CH2:4][CH3:5])([CH2:6][CH3:7])[CH2:1][CH3:2])#[N:21]. Procedure details: By following the procedure in Example 1, but substituting N-(1,1-diethylpropyl)-N'-3-pyridylcarbodiimide for the N-tert-butyl-N'-3-pyridylcarbodiimide, the N"-cyano-N-(1,1-diethylpropyl)-N'-3-pyridylguanidine was obtained with a melting point of 192.5°-193.5° C. Product: C(#N)N=C(NC(CC)(CC)CC)NC=1C=NC=CC1 (N"-cyano-N-(1,1-diethylpropyl)-N'-3-pyridylguanidine). The reactants are CCCCCCCCCCCCCCCCCCCC(C)=O, [K+], NN, [OH-], O, OCCO. Product: CCCCCCCCCCCCCCCCCCCCC. RXN SMILES: [CH3:1][C:2]([CH2:3][CH2:4][CH2:5][CH2:6][CH2:7][CH2:8][CH2:9][CH2:10][CH2:11][CH2:12][CH2:13][CH2:14][CH2:15][CH2:16][CH2:17][CH2:18][CH2:19][CH2:20][CH3:21])=[O:22].[K+:27].[NH2:24][NH2:25].[OH-:26].[OH2:23].[OH:28][CH2:29][CH2:30][OH:31]>>[CH3:1][CH2:2][CH2:3][CH2:4][CH2:5][CH2:6][CH2:7][CH2:8][CH2:9][CH2:10][CH2:11][CH2:12][CH2:13][CH2:14][CH2:15][CH2:16][CH2:17][CH2:18][CH2:19][CH2:20][CH3:21].